Dataset: the Open Reaction Database (ORD), a public repository of structured organic reaction records. Task: describe an organic reaction: reactants, conditions, products, and yield Starting materials: ClC1=CC=C(C=C1)B(O)O (4-chlorophenylboronic acid), C([O-])([O-])=O.[Na+].[Na+] (sodium carbonate), BrC1=CC(=C(C=C1)CC)[N+](=O)[O-] (4-bromo-1-ethyl-2-nitrobenzene). Reagents/catalysts: C=1C=CC(=CC1)[P](C=2C=CC=CC2)(C=3C=CC=CC3)[Pd]([P](C=4C=CC=CC4)(C=5C=CC=CC5)C=6C=CC=CC6)([P](C=7C=CC=CC7)(C=8C=CC=CC8)C=9C=CC=CC9)[P](C=1C=CC=CC1)(C=1C=CC=CC1)C=1C=CC=CC1 (tetrakis(triphenylphosphine)palladium(0)). Solvent: O (water), COCCOC (1,2-dimethoxyethane). Conditions: temperature 20 celsius, time 10 minute. Product: ClC1=CC=C(C=C1)C1=CC(=C(C=C1)CC)[N+](=O)[O-] (4′-chloro-4-ethyl-3-nitrobiphenyl). The yield is 104.7%. Reaction SMILES: Br[C:2]1[CH:7]=[CH:6][C:5]([CH2:8][CH3:9])=[C:4]([N+:10]([O-:12])=[O:11])[CH:3]=1.[Cl:13][C:14]1[CH:19]=[CH:18][C:17](B(O)O)=[CH:16][CH:15]=1.C(=O)([O-])[O-].[Na+].[Na+]>COCCOC.O.C1C=CC([P]([Pd]([P](C2C=CC=CC=2)(C2C=CC=CC=2)C2C=CC=CC=2)([P](C2C=CC=CC=2)(C2C=CC=CC=2)C2C=CC=CC=2)[P](C2C=CC=CC=2)(C2C=CC=CC=2)C2C=CC=CC=2)(C2C=CC=CC=2)C2C=CC=CC=2)=CC=1>[Cl:13][C:14]1[CH:19]=[CH:18][C:17]([C:2]2[CH:7]=[CH:6][C:5]([CH2:8][CH3:9])=[C:4]([N+:10]([O-:12])=[O:11])[CH:3]=2)=[CH:16][CH:15]=1 |f:2.3.4,^1:39,41,60,79|. Procedure details: To 4-bromo-1-ethyl-2-nitrobenzene (20.0 g, 0.087 mol) in 150 ml 1,2-dimethoxyethane is added, at room temperature, 4-chlorophenylboronic acid (14.98 g, 0.096 mol) and tetrakis(triphenylphosphine)palladium(0) (2.0 g, 0.00174 mol) and nitrogen gas is bubbled through the mixture. After stirring for 10 minutes at 20° C., a solution of sodium carbonate (73.8 g, 0.696 mol) in water (350 ml) is added and mixture is refluxed for 16 hours. The reaction mixture is cooled to room temperature, filtered thro... The reactants are C(C)(C)(C)OC(=O)N1C=C(C=2C1=NC=CC2)CC=2N=NC(=CC2)NCC2=CC=C(C=C2)Cl (3-[6-(4-chloro-benzylamino)-pyridazin-3-ylmethyl]-pyrrolo[2,3-b]pyridine-1-carboxylic acid tert-butyl ester), FC(C(=O)O)(F)F (trifluoroacetic acid). The solvent is ClCCl (dichloromethane). Conditions: time 8 hour. Product: ClC1=CC=C(CNC=2N=NC(=CC2)CC2=CNC3=NC=CC=C32)C=C1 ((4-chloro-benzyl)-[6-(1H-pyrrolo[2,3-b]pyridin-3-ylmethyl)-pyridazin-3-yl]-amine). RXN SMILES: C(OC([N:8]1[C:12]2=[N:13][CH:14]=[CH:15][CH:16]=[C:11]2[C:10]([CH2:17][C:18]2[N:19]=[N:20][C:21]([NH:24][CH2:25][C:26]3[CH:31]=[CH:30][C:29]([Cl:32])=[CH:28][CH:27]=3)=[CH:22][CH:23]=2)=[CH:9]1)=O)(C)(C)C.FC(F)(F)C(O)=O>ClCCl>[Cl:32][C:29]1[CH:30]=[CH:31][C:26]([CH2:25][NH:24][C:21]2[N:20]=[N:19][C:18]([CH2:17][C:10]3[C:11]4[C:12](=[N:13][CH:14]=[CH:15][CH:16]=4)[NH:8][CH:9]=3)=[CH:23][CH:22]=2)=[CH:27][CH:28]=1. Reported procedure: To 3-[6-(4-chloro-benzylamino)-pyridazin-3-ylmethyl]-pyrrolo[2,3-b]pyridine-1-carboxylic acid tert-butyl ester (523, 50.0 mg, 0.111 mmol) in dichloromethane (10.0 mL) was added trifluoroacetic acid (0.30 mL, 0.0039 mol). The reaction was stirred at room temperature overnight. The reaction was concentrated, poured into aqueous potassium carbonate and extracted with ethyl acetate. The organic layer was dried over anhydrous sodium sulfate and filtered. The filtrate was concentrated and washed with ... The reactants are N12CCCCCC2=NCCC1 (1,8-diazabicyclo[5.4.0]undec-7-ene), CO (methanol), C(CC)C1=C(OC(C(=O)OC)C2=CC3=C(C=C2)OCO3)C=CC(=C1)S(=O)(=O)N (methyl α-(2-n-propyl-4-aminosulfonylphenoxy)-3,4-methylenedioxyphenylacetate), IC (Iodomethane). Run in CCOC(=O)C (EtOAc), C1CCOC1 (THF), CCOC(=O)C (EtOAc). Reaction conditions: time 25 minute. Product: C(CC)C1=C(OC(C(=O)OC)C2=CC3=C(C=C2)OCO3)C=CC(=C1)S(=O)(=O)NC (methyl α-(2-n-propyl-4-methylaminosulfonylphenoxy)-3,4-methylenedioxyphenylacetate). Yield: 7.2%. As a reaction SMILES: [CH2:1]([C:4]1[CH:24]=[C:23]([S:25]([NH2:28])(=[O:27])=[O:26])[CH:22]=[CH:21][C:5]=1[O:6][CH:7]([C:12]1[CH:17]=[CH:16][C:15]2[O:18][CH2:19][O:20][C:14]=2[CH:13]=1)[C:8]([O:10][CH3:11])=[O:9])[CH2:2][CH3:3].N12CCCN=C1CCCC[CH2:30]2.IC.CO>C1COCC1.CCOC(C)=O>[CH2:1]([C:4]1[CH:24]=[C:23]([S:25]([NH:28][CH3:30])(=[O:26])=[O:27])[CH:22]=[CH:21][C:5]=1[O:6][CH:7]([C:12]1[CH:17]=[CH:16][C:15]2[O:18][CH2:19][O:20][C:14]=2[CH:13]=1)[C:8]([O:10][CH3:11])=[O:9])[CH2:2][CH3:3]. Procedure: To a solution of 2.19 g (5.38 mmol) of the product of Step C dissolved in 20 mL of anhydrous THF was added 2.41 mL (16.1 mmol) of 1,8-diazabicyclo[5.4.0]undec-7-ene and the reaction mixture was magnetically stirred under a nitrogen atmosphere for 25 minutes at room temperature. Iodomethane (1.00 mL; 16.1 mmol) was added and the reaction mixture was stirred an additional 15 hours at room temperature. The reaction mixture was diluted with EtOAc and a precipitate formed which was redissolved by add... Conditions: temperature 70 celsius. Reaction SMILES: [O:1]([C:8]1[CH2:13][CH2:12][CH:11]([C:14](=O)[CH:15]=[CH:16][C:17]2[CH:22]=[CH:21][CH:20]=[CH:19][CH:18]=2)[C:10](=O)[CH:9]=1)[C:2]1[CH:7]=[CH:6][CH:5]=[CH:4][CH:3]=1.O.[NH2:26][NH2:27].C([O-])(O)=O.[Na+]>CC(O)=O.CCO>[O:1]([C:8]1[CH2:13][CH2:12][C:11]2[C:14]([CH:15]=[CH:16][C:17]3[CH:22]=[CH:21][CH:20]=[CH:19][CH:18]=3)=[N:26][NH:27][C:10]=2[CH:9]=1)[C:2]1[CH:7]=[CH:6][CH:5]=[CH:4][CH:3]=1 |f:1.2,3.4,5.6|. Solvent: CC(=O)O.CCO (HOAc EtOH). The reactants are O(C1=CC=CC=C1)C1=CC(C(CC1)C(C=CC1=CC=CC=C1)=O)=O (3-phenoxy-6-(3-phenyl-acryloyl)-cyclohex-2-enone), O.NN (hydrazine monohydrate), C(=O)(O)[O-].[Na+] (NaHCO3). Procedure: To a stirred solution of 3-phenoxy-6-(3-phenyl-acryloyl)-cyclohex-2-enone (1.13 g, 3.55 mmol) in 20 mL of HOAc/EtOH (1:1) was added hydrazine monohydrate (0.21 mL, 4.3 mmol). The reaction was heated at 70° C. for 3 h, cooled and poured cautiously into saturated NaHCO3 solution and extracted with EtOAc (2×). The combined organic layers were washed with saturated NaCl solution, dried (MgSO4) and concentrated under reduced pressure. The residue was chromatographed on silica gel eluting hexanes/EtOA... The product is O(C1=CC=CC=C1)C=1CCC=2C(=NNC2C1)C=CC1=CC=CC=C1 (6-phenoxy-3-styryl-4,5-dihydro-1H-indazole). Isolated yield 36.4%.